From a dataset of the Open Reaction Database (ORD), a public repository of structured organic reaction records. describe an organic reaction: reactants, conditions, products, and yield The reactants are CC(CCl)CN1CCOCC1, O=c1oc2c(-c3ccccc3)cccc2c(O)c1-c1ccccc1. Yields the product CC(COc1c(-c2ccccc2)c(=O)oc2c(-c3ccccc3)cccc12)CN1CCOCC1. As a reaction SMILES: [O:25]1[CH2:26][CH2:27][N:28]([CH2:31][CH:32]([CH2:33][Cl:34])[CH3:35])[CH2:29][CH2:30]1.[OH:1][c:2]1[c:3](-[c:19]2[cH:20][cH:21][cH:22][cH:23][cH:24]2)[c:4](=[O:18])[o:5][c:6]2[c:7](-[c:12]3[cH:13][cH:14][cH:15][cH:16][cH:17]3)[cH:8][cH:9][cH:10][c:11]12>>[O:1]([c:2]1[c:3](-[c:19]2[cH:20][cH:21][cH:22][cH:23][cH:24]2)[c:4](=[O:18])[o:5][c:6]2[c:7](-[c:12]3[cH:13][cH:14][cH:15][cH:16][cH:17]3)[cH:8][cH:9][cH:10][c:11]12)[CH2:33][CH:32]([CH2:31][N:28]1[CH2:27][CH2:26][O:25][CH2:30][CH2:29]1)[CH3:35]. Reactants: CC(C)c1ccc(N(Cc2cn[nH]c2)C(=O)C2CCCc3c(OCc4ccccc4)cccc32)cc1, ClCCl, CCCC[N+](CCCC)(CCCC)CCCC, ClCc1ccccn1, Cl, [Na+], [OH-], O=S(=O)([O-])O. The product is CC(C)c1ccc(N(Cc2cnn(Cc3ccccn3)c2)C(=O)C2CCCc3c(OCc4ccccc4)cccc32)cc1. RXN SMILES: [CH2:1]([c:2]1[cH:3][cH:4][cH:5][cH:6][cH:7]1)[O:8][c:9]1[c:10]2[c:15]([cH:16][cH:17][cH:18]1)[CH:14]([C:19](=[O:20])[N:21]([CH2:22][c:23]1[cH:24][n:25][nH:26][cH:27]1)[c:28]1[cH:29][cH:30][c:31]([CH:34]([CH3:35])[CH3:36])[cH:32][cH:33]1)[CH2:13][CH2:12][CH2:11]2.[CH2:48]([Cl:49])[Cl:50].[CH2:56]([N+:57]([CH2:58][CH2:59][CH2:60][CH3:61])([CH2:62][CH2:63][CH2:64][CH3:65])[CH2:66][CH2:67][CH2:68][CH3:69])[CH2:70][CH2:71][CH3:72].[Cl:38][CH2:39][c:40]1[n:41][cH:42][cH:43][cH:44][cH:45]1.[ClH:37].[Na+:47].[OH-:46].[S:51]([O-:52])([OH:53])(=[O:54])=[O:55]>>[CH2:1]([c:2]1[cH:3][cH:4][cH:5][cH:6][cH:7]1)[O:8][c:9]1[c:10]2[c:15]([cH:16][cH:17][cH:18]1)[CH:14]([C:19](=[O:20])[N:21]([CH2:22][c:23]1[cH:24][n:25]([CH2:39][c:40]3[n:41][cH:42][cH:43][cH:44][cH:45]3)[n:26][cH:27]1)[c:28]1[cH:29][cH:30][c:31]([CH:34]([CH3:35])[CH3:36])[cH:32][cH:33]1)[CH2:13][CH2:12][CH2:11]2. The reactants are CI, CC(C)=O, Cn1c(-c2cc(F)cc(F)c2)n[nH]c1=S, [Na+], [OH-], O. Product: CSc1nnc(-c2cc(F)cc(F)c2)n1C. As a reaction SMILES: [CH3:1][I:2].[CH3:20][C:21](=[O:22])[CH3:23].[F:3][c:4]1[cH:5][c:6](-[c:11]2[n:12]([CH3:17])[c:13](=[S:16])[nH:14][n:15]2)[cH:7][c:8]([F:10])[cH:9]1.[Na+:19].[OH-:18].[OH2:24]>>[CH3:1][S:16][c:13]1[n:12]([CH3:17])[c:11](-[c:6]2[cH:5][c:4]([F:3])[cH:9][c:8]([F:10])[cH:7]2)[n:15][n:14]1. Starting materials: C(CCC)OCCOC1=CC=C(C=C1)C=1C=CC2=C(C=C(CCN2)C(=O)OC)C1 (methyl 7-[4-(2-butoxyethoxy)phenyl]-2,3-dihydro-1H-1-benzazepine-4-carboxylate), C(C1=CC=CC=C1)=O (benzaldehyde), C(O)([O-])=O.[Na+] (sodium hydrogen carbonate), C(C)(=O)O[BH-](OC(C)=O)OC(C)=O.[Na+] (sodium triacetoxyborohydride). Run in ClCCCl (1,2-dichloroethane), O (water). Reaction conditions: time 8 hour. Yields the product C(C1=CC=CC=C1)N1CCC(=CC2=C1C=CC(=C2)C2=CC=C(C=C2)OCCOCCCC)C(=O)OC (methyl 1-benzyl-7-[4-(2-butoxyethoxy)phenyl]-2,3-dihydro-1H-1-benzazepine-4-carboxylate). The yield is 99.8%. RXN SMILES: [CH2:1]([O:5][CH2:6][CH2:7][O:8][C:9]1[CH:14]=[CH:13][C:12]([C:15]2[CH:16]=[CH:17][C:18]3[NH:24][CH2:23][CH2:22][C:21]([C:25]([O:27][CH3:28])=[O:26])=[CH:20][C:19]=3[CH:29]=2)=[CH:11][CH:10]=1)[CH2:2][CH2:3][CH3:4].[CH:30](=O)[C:31]1[CH:36]=[CH:35][CH:34]=[CH:33][CH:32]=1.C(O[BH-](OC(=O)C)OC(=O)C)(=O)C.[Na+].C(=O)([O-])O.[Na+]>ClCCCl.O>[CH2:30]([N:24]1[C:18]2[CH:17]=[CH:16][C:15]([C:12]3[CH:11]=[CH:10][C:9]([O:8][CH2:7][CH2:6][O:5][CH2:1][CH2:2][CH2:3][CH3:4])=[CH:14][CH:13]=3)=[CH:29][C:19]=2[CH:20]=[C:21]([C:25]([O:27][CH3:28])=[O:26])[CH2:22][CH2:23]1)[C:31]1[CH:36]=[CH:35][CH:34]=[CH:33][CH:32]=1 |f:2.3,4.5|. Reported procedure: In 1,2-dichloroethane (7 ml) were dissolved methyl 7-[4-(2-butoxyethoxy)phenyl]-2,3-dihydro-1H-1-benzazepine-4-carboxylate (0.4 g) and benzaldehyde (0.43 g). To the solution was added sodium triacetoxyborohydride (0.43 g), and the mixture was stirred under nitrogen atmosphere at room temperature overnight, poured into water, neutralized with sodium hydrogen carbonate solution and extracted with ethyl acetate. The organic layer was washed with water and saturated brine and dried with anhydrous ma... Reactants: C(#N)C=1C=NN2C1NC(=C(C2C2=C(C(=CC=C2)F)F)C(=O)OC(C)C)COCCN2C(C=1C(C2=O)=CC=CC1)=O (isopropyl 3-cyano-7-(2,3-difluorophenyl)-5-[2-(phthalimido)ethoxymethyl]-4,7-dihydropyrazolo[1,5-a]pyrimidine-6-carboxylate), CO (methanol), O.NN (hydrazine hydrate), C(Cl)(Cl)Cl (chloroform). Reaction conditions: temperature 50 celsius. Product: Cl.NCCOCC=1NC=2N(C(C1C(=O)OC(C)C)C1=C(C(=CC=C1)F)F)N=CC2C#N (isopropyl 5-(2-aminoethoxymethyl)-3-cyano-7-(2,3-difluorophenyl)-4,7-dihydropyrazolo[1,5-a]pyrimidine-6-carboxylate hydrochloride). RXN SMILES: [C:1]([C:3]1[CH:4]=[N:5][N:6]2[CH:11]([C:12]3[CH:17]=[CH:16][CH:15]=[C:14]([F:18])[C:13]=3[F:19])[C:10]([C:20]([O:22][CH:23]([CH3:25])[CH3:24])=[O:21])=[C:9]([CH2:26][O:27][CH2:28][CH2:29][N:30]3C(=O)C4=CC=CC=C4C3=O)[NH:8][C:7]=12)#[N:2].CO.O.NN.C(Cl)(Cl)[Cl:47]>>[ClH:47].[NH2:30][CH2:29][CH2:28][O:27][CH2:26][C:9]1[NH:8][C:7]2[N:6]([N:5]=[CH:4][C:3]=2[C:1]#[N:2])[CH:11]([C:12]2[CH:17]=[CH:16][CH:15]=[C:14]([F:18])[C:13]=2[F:19])[C:10]=1[C:20]([O:22][CH:23]([CH3:25])[CH3:24])=[O:21] |f:2.3,5.6|. Reported procedure: To a solution of 1.3 g of isopropyl 3-cyano-7-(2,3-difluorophenyl)-5-[2-(phthalimido)ethoxymethyl]-4,7-dihydropyrazolo[1,5-a]pyrimidine-6-carboxylate in a mixed solvent of 12 ml of methanol and 12 ml of chloroform is added 142 μl of hydrazine hydrate and the mixture is refluxed at 50° C. for 5 hours. After the solvent is distilled off, to the residue is added aqueous sodium hydrogencarbonate and then extracted with ethyl acetate. The organic layer is washed with water, dried over sodium sulfate ...